This data is from the Open Reaction Database (ORD), a public repository of structured organic reaction records. The task is: describe an organic reaction: reactants, conditions, products, and yield The reactants are C1CCOC1 (THF), ClC=1C=C(C=C(C1Cl)CO[Si](C)(C)C(C)(C)C)CCNC(CC)=O (N-{2-[3,4-dichloro-5-({[(1,1-dimethylethyl)(dimethyl)silyl]oxy}methyl)phenyl]ethyl}propanamide), CCCC[N+](CCCC)(CCCC)CCCC.[F-] (TBAF). The solvent is CCOCC (ether). Run at time 2 hour. Yields the product ClC=1C=C(C=C(C1Cl)CO)CCNC(CC)=O (N-{2-[3,4-Dichloro-5-(hydroxymethyl)phenyl]ethyl}propanamide). Reaction SMILES: C1COCC1.[Cl:6][C:7]1[CH:8]=[C:9]([CH2:23][CH2:24][NH:25][C:26](=[O:29])[CH2:27][CH3:28])[CH:10]=[C:11]([CH2:14][O:15][Si](C(C)(C)C)(C)C)[C:12]=1[Cl:13].CCCC[N+](CCCC)(CCCC)CCCC.[F-]>CCOCC>[Cl:6][C:7]1[CH:8]=[C:9]([CH2:23][CH2:24][NH:25][C:26](=[O:29])[CH2:27][CH3:28])[CH:10]=[C:11]([CH2:14][OH:15])[C:12]=1[Cl:13] |f:2.3|. Procedure details: To a THF (0.12 M) solution of N-{2-[3,4-dichloro-5-({[(1,1-dimethylethyl)(dimethyl)silyl]oxy}methyl)phenyl]ethyl}propanamide (1 eq.) from the previous step was added TBAF (1.0 M THF solution, 1.1 eq.). The resulting solution was stirred at RT for 2 h. The now orange solution was diluted with ether and quenched with 1 N aq. NaOH. The aqueous layer was separated and back-extracted with ether. The combined organic extracts were washed further with water and brine, dried over Na2SO4 and filtered. Co...